This data is from the Open Reaction Database (ORD), a public repository of structured organic reaction records. The task is: describe an organic reaction: reactants, conditions, products, and yield The reactants are B (borane), OC(=O)C1=C(C=CC=C1)C1CCN(CC1)NC(=O)OC(C)(C)C (tert-butyl 4-(2-hydroxycarbonylphenyl)piperidinecarbamate), C(C)(C)(C)OC(=O)OC(=O)OC(C)(C)C (di-tert-butyldicarbonate), methyl ester, C(CC(O)(C(=O)O)CC(=O)O)(=O)O.ClC=1C=C(C=CC1Cl)[C@@H](CN(C(=O)C1=CC(=CC2=CC=CC=C12)C#N)C)CCN1CCC(CC1)C1=C(C=CC=C1)C(=O)OC (N-[(S)-2-(3,4-Dichlorophenyl)-4-[4-[2-methoxycarbonylphenyl]-1-piperidinyl]butyl]-N-methyl-3-cyanonaphthamide Citrate), [OH-].[Li+] (lithium hydroxide). The solvent is O1CCCC1 (tetrahydrofuran), O1CCCC1 (tetrahydrofuran). Conditions: time 8 hour. Product: OCC1=C(C=CC=C1)C1CCN(CC1)NC(=O)OC(C)(C)C (tert-Butyl 4-(2-hydroxymethylphenyl)piperidinecarbamate). Isolated yield 103.5%. Reaction SMILES: B.[OH:2][C:3]([C:5]1[CH:10]=[CH:9][CH:8]=[CH:7][C:6]=1[CH:11]1[CH2:16][CH2:15][N:14]([NH:17][C:18]([O:20][C:21]([CH3:24])([CH3:23])[CH3:22])=[O:19])[CH2:13][CH2:12]1)=O.C(O)(=O)CC(CC(O)=O)(C(O)=O)O.ClC1C=C([C@H](CCN2CCC(C3C=CC=CC=3C(OC)=O)CC2)CN(C)C(C2C3C(=CC=CC=3)C=C(C#N)C=2)=O)C=CC=1Cl.C(OC(OC(OC(C)(C)C)=O)=O)(C)(C)C.[OH-].[Li+]>O1CCCC1>[OH:2][CH2:3][C:5]1[CH:10]=[CH:9][CH:8]=[CH:7][C:6]=1[CH:11]1[CH2:16][CH2:15][N:14]([NH:17][C:18]([O:20][C:21]([CH3:24])([CH3:23])[CH3:22])=[O:19])[CH2:13][CH2:12]1 |f:2.3,5.6|. Procedure: A 1M borane solution in tetrahydrofuran (6 mL) was added to a solution of tert-butyl 4-(2-hydroxycarbonylphenyl)piperidinecarbamate (0.915 g) (prepared from 4-(2-methoxycarbonylphenyl)piperidine [Example 20] by N-protection using di-tert-butyldicarbonate followed by saponification of the methyl ester with lithium hydroxide) in tetrahydrofuran (20 mL) at 0° C. The reaction was warmed to ambient temperature and stirred overnight. The reaction was quenched with methanol and 1N aqueous HCl then extr... Starting materials: OC1(C(N(C2=CC=CC=C12)CC1=CC=C(C=C1)OC)=O)C=1C(=CC2=C(C(=NO2)C)C1)O (3-hydroxy-3-(6-hydroxy-3-methyl-1,2-benzisoxazol-5-yl)-1-(4-methoxybenzyl)-1,3-dihydro-2H-indol-2-one), C(C)[SiH](CC)CC (triethylsilane), FC(C(=O)O)(F)F (trifluoroacetic acid). The solvent is ClCCl (dichloromethane). Conditions: time 57 hour. The product is OC1=CC2=C(C(=NO2)C)C=C1C1C(N(C2=CC=CC=C12)CC1=CC=C(C=C1)OC)=O (3-(6-hydroxy-3-methyl-1,2-benzisoxazol-5-yl)-1-(4-methoxybenzyl)-1,3-dihydro-2H-indol-2-one). Isolated yield 93.7%. Reaction SMILES: O[C:2]1([C:21]2[C:22]([OH:31])=[CH:23][C:24]3[O:28][N:27]=[C:26]([CH3:29])[C:25]=3[CH:30]=2)[C:10]2[C:5](=[CH:6][CH:7]=[CH:8][CH:9]=2)[N:4]([CH2:11][C:12]2[CH:17]=[CH:16][C:15]([O:18][CH3:19])=[CH:14][CH:13]=2)[C:3]1=[O:20].C([SiH](CC)CC)C.FC(F)(F)C(O)=O>ClCCl>[OH:31][C:22]1[C:21]([CH:2]2[C:10]3[C:5](=[CH:6][CH:7]=[CH:8][CH:9]=3)[N:4]([CH2:11][C:12]3[CH:13]=[CH:14][C:15]([O:18][CH3:19])=[CH:16][CH:17]=3)[C:3]2=[O:20])=[CH:30][C:25]2[C:26]([CH3:29])=[N:27][O:28][C:24]=2[CH:23]=1. Reported procedure: To a stirred solution of 3-hydroxy-3-(6-hydroxy-3-methyl-1,2-benzisoxazol-5-yl)-1-(4-methoxybenzyl)-1,3-dihydro-2H-indol-2-one (3.70 g; 8.9 mmol) and triethylsilane (8.4 mL, 52.6 mmol) in dichloromethane (50 mL) was added trifluoroacetic acid (7.0 mL, 90.8 mmol). The reaction mixture was stirred at ambient temperature for 57 h, concentrated in vacuo to dryness. The residue was washed with diethyl ether-hexanes (1:2) to afford 3-(6-hydroxy-3-methyl-1,2-benzisoxazol-5-yl)-1-(4-methoxybenzyl)-1,3-d... Starting materials: ClC1=CC=C2C(=N1)CN(C2)C(C2=CC=CC=C2)(C2=CC=CC=C2)C2=CC=CC=C2 (2-chloro-6-trityl-6,7-dihydro-5H-pyrrolo[3,4-b]pyridine), FC(C(=O)O)(F)F (trifluoroacetic acid). The product is ClC1=CC=C2C(=N1)CNC2 (2-Chloro-6,7-dihydro-5H-pyrrolo[3,4-b]pyridine). Reaction SMILES: [Cl:1][C:2]1[N:7]=[C:6]2[CH2:8][N:9](C(C3C=CC=CC=3)(C3C=CC=CC=3)C3C=CC=CC=3)[CH2:10][C:5]2=[CH:4][CH:3]=1.FC(F)(F)C(O)=O>>[Cl:1][C:2]1[N:7]=[C:6]2[CH2:8][NH:9][CH2:10][C:5]2=[CH:4][CH:3]=1. Procedure details: Prepared in analogy to Example A2(c) from 2-chloro-6-trityl-6,7-dihydro-5H-pyrrolo[3,4-b]pyridine and trifluoroacetic acid. Light brown solid. MS (m/e): 154.9 ([M+, 100%).